This data is from the Open Reaction Database (ORD), a public repository of structured organic reaction records. The task is: describe an organic reaction: reactants, conditions, products, and yield The reactants are CC1(NC(CC(C1)N1C(CCCCC1)=O)(C)C)C (N-(2,2,6,6-Tetramethylpiperidin-4-yl)-epsilon-caprolactam), C([O-])([O-])=O.[Na+].[Na+] (sodium carbonate), C(C=C)Br (allyl bromide). Run in CN(C=O)C (N,N-dimethylformamide). Run at temperature 80 celsius. Yields the product C(C=C)N1C(CC(CC1(C)C)N1C(CCCCC1)=O)(C)C (N-(1-Allyl-2,2,6,6-tetramethylpiperidin-4-yl)-epsilon-caprolactam). RXN SMILES: [CH3:1][C:2]1([CH3:18])[CH2:7][CH:6]([N:8]2[CH2:14][CH2:13][CH2:12][CH2:11][CH2:10][C:9]2=[O:15])[CH2:5][C:4]([CH3:17])([CH3:16])[NH:3]1.C(=O)([O-])[O-].[Na+].[Na+].[CH2:25](Br)[CH:26]=[CH2:27]>CN(C)C=O>[CH2:27]([N:3]1[C:4]([CH3:17])([CH3:16])[CH2:5][CH:6]([N:8]2[CH2:14][CH2:13][CH2:12][CH2:11][CH2:10][C:9]2=[O:15])[CH2:7][C:2]1([CH3:18])[CH3:1])[CH:26]=[CH2:25] |f:1.2.3|. Procedure details: Following the general procedure of Example 3, 12.1 g (0.05 mole) of the compound prepared in Example 1 is dissolved in 75 ml of N,N-dimethylformamide containing a suspension of 10.6 g (0.1 mole) of sodium carbonate. To this mixture is then added 14.6 g (0.05 mole) of allyl bromide and the reaction mixture is then heated at 80° C. for two hours. The solvent is then removed in vacuo and the residue is vacuum distilled at 171°-176° C./0.7 mm to give 7.6 g of the above named product. The reactants are [H][H] (hydrogen), [H][H] (hydrogen), ClC1=CC=C(C=C1)C1=NN(C=C1C=CC(=O)O)C1=CC=CC=C1 (β-[3-(p-Chlorophenyl)-1-phenylpyrazol-4-yl]acrylic acid). The reagents and catalysts are [Pd] (palladium-on-charcoal). The solvent is C(C)O (ethanol). The product is ClC1=CC=C(C=C1)C1=NN(C=C1CCC(=O)O)C1=CC=CC=C1 (β-[3-(p-Chlorophenyl)-1-phenylpyrazol-4-yl]propionic acid). As a reaction SMILES: [Cl:1][C:2]1[CH:7]=[CH:6][C:5]([C:8]2[C:12]([CH:13]=[CH:14][C:15]([OH:17])=[O:16])=[CH:11][N:10]([C:18]3[CH:23]=[CH:22][CH:21]=[CH:20][CH:19]=3)[N:9]=2)=[CH:4][CH:3]=1.[H][H]>C(O)C.[Pd]>[Cl:1][C:2]1[CH:3]=[CH:4][C:5]([C:8]2[C:12]([CH2:13][CH2:14][C:15]([OH:17])=[O:16])=[CH:11][N:10]([C:18]3[CH:19]=[CH:20][CH:21]=[CH:22][CH:23]=3)[N:9]=2)=[CH:6][CH:7]=1. Procedure: A mixture of the corresponding acrylic acid derivative of Example 5 (1.0 g.) and palladium-on-charcoal (0.25 g. of 10%) in ethanol (50 ml.) was shaken in an atmosphere of hydrogen until uptake of hydrogen had ceased. Removal of the catalyst by filtration, evaporation of the filtrate and recrystallisation of the residue gave 0.25 g. of the title compound. Starting materials: CCCCCCCCCCCCCCCCCC(=O)OCC(COC(=O)C(Cc1ccc(N(CCCl)CCCl)cc1)NC(=O)OC(C)(C)C)OC(=O)CCCCCCCCCCCCCCCCC, [H][H]. Yields the product CCCCCCCCCCCCCCCCCC(=O)OCC(COC(=O)C(N)Cc1ccc(N(CCCl)CCCl)cc1)OC(=O)CCCCCCCCCCCCCCCCC. As a reaction SMILES: [C:1]([CH2:2][CH2:3][CH2:4][CH2:5][CH2:6][CH2:7][CH2:8][CH2:9][CH2:10][CH2:11][CH2:12][CH2:13][CH2:14][CH2:15][CH2:16][CH2:17][CH3:18])(=[O:19])[O:20][CH2:21][CH:22]([O:23][C:24]([CH2:25][CH2:26][CH2:27][CH2:28][CH2:29][CH2:30][CH2:31][CH2:32][CH2:33][CH2:34][CH2:35][CH2:36][CH2:37][CH2:38][CH2:39][CH2:40][CH3:41])=[O:42])[CH2:43][O:44][C:45]([CH:46]([NH:47][C:48]([O:49][C:50]([CH3:51])([CH3:52])[CH3:53])=[O:54])[CH2:55][c:56]1[cH:57][cH:58][c:59]([N:62]([CH2:63][CH2:64][Cl:65])[CH2:66][CH2:67][Cl:68])[cH:60][cH:61]1)=[O:69].[H:70][H:71]>>[C:1]([CH2:2][CH2:3][CH2:4][CH2:5][CH2:6][CH2:7][CH2:8][CH2:9][CH2:10][CH2:11][CH2:12][CH2:13][CH2:14][CH2:15][CH2:16][CH2:17][CH3:18])(=[O:19])[O:20][CH2:21][CH:22]([O:23][C:24]([CH2:25][CH2:26][CH2:27][CH2:28][CH2:29][CH2:30][CH2:31][CH2:32][CH2:33][CH2:34][CH2:35][CH2:36][CH2:37][CH2:38][CH2:39][CH2:40][CH3:41])=[O:42])[CH2:43][O:44][C:45]([CH:46]([NH2:47])[CH2:55][c:56]1[cH:57][cH:58][c:59]([N:62]([CH2:63][CH2:64][Cl:65])[CH2:66][CH2:67][Cl:68])[cH:60][cH:61]1)=[O:69]. Starting materials: C(CCC)[Li] (n-Butyl lithium), CC=1C=CC2=C(C=CO2)C1 (5-methylbenzofuran), C[Sn](C)(C)Cl (trimethyltin chloride). The solvent is C1CCOC1 (THF), C1CCOC1 (THF). Conditions: time 2 hour. Product: C[Sn](C=1OC2=C(C1)C=C(C=C2)C)(C)C (Trimethyl (5-methyl-2-benzofuranyl)stannane). The yield is 102.4%. As a reaction SMILES: C([Li])CCC.[CH3:6][C:7]1[CH:8]=[CH:9][C:10]2[O:14][CH:13]=[CH:12][C:11]=2[CH:15]=1.[CH3:16][Sn:17](Cl)([CH3:19])[CH3:18]>C1COCC1>[CH3:16][Sn:17]([CH3:19])([CH3:18])[C:13]1[O:14][C:10]2[CH:9]=[CH:8][C:7]([CH3:6])=[CH:15][C:11]=2[CH:12]=1. Procedure details: n-Butyl lithium (1.57M in hexane, 75 ml) was added dropwise to a stirred solution of 5-methylbenzofuran (14 g) in dry THF (150 ml) at -70° under nitrogen over 45 min. The solution was then allowed to warm to -55° before a solution of trimethyltin chloride (23 g) in THF (70 ml) was added dropwise. The solution temperature rose to -32°. The cooling bath was removed and the solution was stirred at room temperature for 2 h. The solution was diluted with ethyl acetate (250 ml) and washed with water (... The reactants are S(=O)(Br)Br (thionyl bromide), C(C)OC(C(C(C(COCC)=C)O)NC=O)=O (5-ethoxy-2-formylamino-3-hydroxy-4-methylene-pentanoic acid ethyl ester), O (water). Solvent: ClCCCl (1,2-dichloroethane). Reaction conditions: time 1 hour. The product is C(C)OC(C(C=C(COCC)CBr)NC=O)=O (5-ethoxy-4-bromomethyl-2-formylamino-pent-3-enoic acid ethyl ester). As a reaction SMILES: [CH2:1]([O:3][C:4](=[O:17])[CH:5]([NH:14][CH:15]=[O:16])[CH:6](O)[C:7](=[CH2:12])[CH2:8][O:9][CH2:10][CH3:11])[CH3:2].S(Br)([Br:20])=O.O>ClCCCl>[CH2:1]([O:3][C:4](=[O:17])[CH:5]([NH:14][CH:15]=[O:16])[CH:6]=[C:7]([CH2:12][Br:20])[CH2:8][O:9][CH2:10][CH3:11])[CH3:2]. Procedure details: 3.70 g (15.1 mmol) of 5-ethoxy-2-formylamino-3-hydroxy-4-methylene-pentanoic acid ethyl ester are dissolved in 100 ml of 1,2-dichloroethane, and 1.8 ml (22.8 mmol) of thionyl bromide are added dropwise at room temperature. After one hour, 100 ml of water are added and the mixture is stirred vigorously for 15 minutes. The organic phase is separated off, washed in succession with 1N potassium hydrogen carbonate solution and with brine, dried over sodium sulfate, filtered and concentrated by evapor... Starting materials: ClC1=CC=C(C=C1)I (1-chloro-4-iodobenzene), ClC1=C(C=C(C=C1)C1=NNC=C1)CNC(OC)=O (methyl N-[[2-chloro-5-(1H-pyrazol-3-yl)phenyl]methyl]carbamate), product, CN[C@H]1[C@@H](CCCC1)NC (trans-N,N′-dimethylcyclohexane-1,2-diamine), C([O-])([O-])=O.[K+].[K+] (potassium carbonate). The reagents and catalysts are [Cu]I (copper(I) iodide). Run in O1CCOCC1 (dioxane). Product: ClC1=C(C=C(C=C1)C1=NN(C=C1)C1=CC=C(C=C1)Cl)CNC(OC)=O (methyl N-[[2-chloro-5-[1-(4-chlorophenyl)-1H-pyrazol-3-yl]phenyl]methyl]-carbamate). RXN SMILES: [Cl:1][C:2]1[CH:7]=[CH:6][C:5]([C:8]2[CH:12]=[CH:11][NH:10][N:9]=2)=[CH:4][C:3]=1[CH2:13][NH:14][C:15](=[O:18])[O:16][CH3:17].CN[C@@H]1CCCC[C@H]1NC.C(=O)([O-])[O-].[K+].[K+].[Cl:35][C:36]1[CH:41]=[CH:40][C:39](I)=[CH:38][CH:37]=1>O1CCOCC1.[Cu]I>[Cl:1][C:2]1[CH:7]=[CH:6][C:5]([C:8]2[CH:12]=[CH:11][N:10]([C:39]3[CH:40]=[CH:41][C:36]([Cl:35])=[CH:37][CH:38]=3)[N:9]=2)=[CH:4][C:3]=1[CH2:13][NH:14][C:15](=[O:18])[O:16][CH3:17] |f:2.3.4|. Procedure details: To a mixture of methyl N-[[2-chloro-5-(1H-pyrazol-3-yl)phenyl]methyl]carbamate (i.e. the product of Step B, Example 4) (0.2 g, 0.75 mmol), trans-N,N′-dimethylcyclohexane-1,2-diamine (0.043 g, 0.3 mmol), copper(I) iodide (0.03 g, 0.15 mmol) and potassium carbonate (−325 mesh) (0.622 g, 4.5 mmol) in dioxane (4 mL) was added 1-chloro-4-iodobenzene (0.27 g, 1.13 mmol). The reaction mixture heated at reflux overnight and then concentrated under reduced pressure. The resulting residue was purified by ... Starting materials: CCON=CC(C)=CC1C(C(=O)O)C1(C)C, CCN=C=NCCCN(C)C, CN(C)c1ccncc1, ClC(Cl)Cl, Cl, C#CCN1CC(=O)N(CO)C1=O. The product is C#CCN1CC(=O)N(COC(=O)C2C(C=C(C)C=NOCC)C2(C)C)C1=O. Reaction SMILES: [CH2:13]([CH3:14])[O:15][N:16]=[CH:17][C:18](=[CH:19][CH:20]1[C:21]([CH3:26])([CH3:27])[CH:22]1[C:23](=[O:24])[OH:25])[CH3:28].[CH2:30]([N:31]=[C:32]=[N:33][CH2:34][CH2:35][CH2:36][N:37]([CH3:38])[CH3:39])[CH3:40].[CH3:41][N:42]([CH3:43])[c:44]1[cH:45][cH:46][n:47][cH:48][cH:49]1.[CH:50]([Cl:51])([Cl:52])[Cl:53].[ClH:29].[OH:1][CH2:2][N:3]1[C:4](=[O:12])[N:5]([CH2:9][C:10]#[CH:11])[CH2:6][C:7]1=[O:8]>>[O:1]([CH2:2][N:3]1[C:4](=[O:12])[N:5]([CH2:9][C:10]#[CH:11])[CH2:6][C:7]1=[O:8])[C:23]([CH:22]1[CH:20]([CH:19]=[C:18]([CH:17]=[N:16][O:15][CH2:13][CH3:14])[CH3:28])[C:21]1([CH3:26])[CH3:27])=[O:24].